Dataset: the Open Reaction Database (ORD), a public repository of structured organic reaction records. Task: describe an organic reaction: reactants, conditions, products, and yield The product is CSc1ccc(C(O)c2ccccc2C(F)(F)F)cc1. Reactants: [Br-], CSc1ccc(C=O)cc1, OC(c1ccccc1)c1ccc(Cl)cc1C(F)(F)F, FC(F)(F)c1ccccc1[Mg+]. As a reaction SMILES: [Br-:1].[CH3:13][S:14][c:15]1[cH:16][cH:17][c:18]([CH:19]=[O:20])[cH:21][cH:22]1.[F:23][C:24]([F:25])([F:26])[c:27]1[cH:28][c:29]([Cl:30])[cH:31][cH:32][c:33]1[CH:34]([OH:35])[c:36]1[cH:37][cH:38][cH:39][cH:40][cH:41]1.[F:2][C:3]([c:4]1[c:5]([Mg+:10])[cH:6][cH:7][cH:8][cH:9]1)([F:11])[F:12]>>[F:2][C:3]([c:4]1[c:5]([CH:19]([c:18]2[cH:17][cH:16][c:15]([S:14][CH3:13])[cH:22][cH:21]2)[OH:20])[cH:6][cH:7][cH:8][cH:9]1)([F:11])[F:12]. Starting materials: C(C)(C)(C)OC(NC(CC1=CC=C(C=C1)I)C)=O ([2-(4-iodo-phenyl)-1-methyl-ethyl]-carbamic acid tert-butyl ester), C(C)OC1=CC=C(C=C1)C#C (4-ethoxyphenylacetylene), TEA, ClCCl (dichloromethane). The reagents and catalysts are [Cu]I (CuI). Solvent: C(C)#N (ACN). Yields the product C(C)(C)(C)OC(NC(CC1=CC=C(C=C1)C#CC1=CC=C(C=C1)OCC)C)=O ({2-[4-(4-Ethoxy-phenylethynyl)-phenyl]-1-methyl-ethyl}-carbamic acid tert-butyl ester). Reaction SMILES: [C:1]([O:5][C:6](=[O:18])[NH:7][CH:8]([CH3:17])[CH2:9][C:10]1[CH:15]=[CH:14][C:13](I)=[CH:12][CH:11]=1)([CH3:4])([CH3:3])[CH3:2].[CH2:19]([O:21][C:22]1[CH:27]=[CH:26][C:25]([C:28]#[CH:29])=[CH:24][CH:23]=1)[CH3:20].ClCCl>C(#N)C.[Cu]I>[C:1]([O:5][C:6](=[O:18])[NH:7][CH:8]([CH3:17])[CH2:9][C:10]1[CH:15]=[CH:14][C:13]([C:29]#[C:28][C:25]2[CH:26]=[CH:27][C:22]([O:21][CH2:19][CH3:20])=[CH:23][CH:24]=2)=[CH:12][CH:11]=1)([CH3:4])([CH3:3])[CH3:2]. Procedure details: To 5.00 g (13.8 mmol) [2-(4-iodo-phenyl)-1-methyl-ethyl]-carbamic acid tert-butyl ester (I52.5) and 2.02 g (13.8 mmol) 4-ethoxyphenylacetylene in 80 mL ACN are added 4.46 mL (32.2 mmol) TEA, 135.6 mg (0.17 mmol) [1,1′-bis(diphenyl-phosphino)ferrocene]dichloropalladium(II) complex with dichloromethane and 32.3 mg (0.17 mmol) CuI, and the reaction mixture is stirred at r.t. over night. The precipitate is filtered and washed with ACN. The resulting crude product is purified by column chromatography... The reactants are C(C)(C)(C)OC(=O)N1CCC(CC1)N=C=S (4-isothiocyanatopiperidine-1-carboxylic acid tert-butyl ester), N#CN (cyanamide), BrCC(=O)C1=CC(=CC=C1)F (2-bromo-1-(3-fluorophenyl)ethanone), CC(C)([O-])C.[K+] (potassium tert-butoxide). The solvent is C(C)(C)(C)O (tert-butanol), C(C)#N (acetonitrile). Run at time 2 hour. Yields the product C(C)(C)(C)OC(=O)N1CCC(CC1)NC=1SC(=C(N1)N)C(C1=CC(=CC=C1)F)=O (4-[4-amino-5-(3-fluorobenzoyl)thiazol-2-ylamino]piperidine-1-carboxylic acid tert-butyl ester). Yield: 62.0%. Reaction SMILES: [C:1]([O:5][C:6]([N:8]1[CH2:13][CH2:12][CH:11]([N:14]=[C:15]=[S:16])[CH2:10][CH2:9]1)=[O:7])([CH3:4])([CH3:3])[CH3:2].[N:17]#[C:18][NH2:19].CC(C)([O-])C.[K+].Br[CH2:27][C:28]([C:30]1[CH:35]=[CH:34][CH:33]=[C:32]([F:36])[CH:31]=1)=[O:29]>C(O)(C)(C)C.C(#N)C>[C:1]([O:5][C:6]([N:8]1[CH2:9][CH2:10][CH:11]([NH:14][C:15]2[S:16][C:27]([C:28](=[O:29])[C:30]3[CH:35]=[CH:34][CH:33]=[C:32]([F:36])[CH:31]=3)=[C:18]([NH2:19])[N:17]=2)[CH2:12][CH2:13]1)=[O:7])([CH3:4])([CH3:2])[CH3:3] |f:2.3|. Reported procedure: At 20° C., a mixture of 4-isothiocyanatopiperidine-1-carboxylic acid tert-butyl ester (2.4 g, 10 mmol) (Example 1) and cyanamide (0.42 g, 10 mmol) (Aldrich) in tert-butanol (5 mL) and acetonitrile (35 mL) was treated with potassium tert-butoxide (1.0 M/THF, 10 mL, 10 mmol, Aldrich) for 15 min. 2-bromo-1-(3-fluorophenyl)ethanone (2.0 g, 9.2 mmol)(Example 2) was added and the suspension was stirred for 2 h. Solvent was removed and the solid residue purified by silica gel chromatography (60%-70% et... The reactants are Cn1nnnc1S, O=C(CCCCl)NCC=CCOc1cc(CN2CCCCC2)ccn1. The product is Cn1nnnc1SCCCC(=O)NCC=CCOc1cc(CN2CCCCC2)ccn1. Reaction SMILES: [CH3:26][n:27]1[n:28][n:29][n:30][c:31]1[SH:32].[N:1]1([CH2:7][c:8]2[cH:9][c:10]([O:14][CH2:15][CH:16]=[CH:17][CH2:18][NH:19][C:20]([CH2:21][CH2:22][CH2:23][Cl:24])=[O:25])[n:11][cH:12][cH:13]2)[CH2:2][CH2:3][CH2:4][CH2:5][CH2:6]1>>[N:1]1([CH2:7][c:8]2[cH:9][c:10]([O:14][CH2:15][CH:16]=[CH:17][CH2:18][NH:19][C:20]([CH2:21][CH2:22][CH2:23][S:32][c:31]3[n:27]([CH3:26])[n:28][n:29][n:30]3)=[O:25])[n:11][cH:12][cH:13]2)[CH2:2][CH2:3][CH2:4][CH2:5][CH2:6]1. The product is C(C)OC(=O)CCCCCCC1C(NC(N1CCC(O)C1CCCCC1)=O)=O (5-(6-ethoxycarbonylhexyl)-1-(3-cyclohexyl-3-hydroxypropyl)hydantoin). Reaction SMILES: [C:1]([CH2:4][CH2:5][CH2:6][CH2:7][CH2:8][CH2:9][CH:10]1[N:14]([CH2:15][CH2:16][CH:17]([CH:19]2[CH2:24][CH2:23][CH2:22][CH2:21][CH2:20]2)[OH:18])[C:13](=[O:25])[NH:12][C:11]1=[O:26])([OH:3])=[O:2].[CH2:27](O)[CH3:28]>S(=O)(=O)(O)O>[CH2:27]([O:2][C:1]([CH2:4][CH2:5][CH2:6][CH2:7][CH2:8][CH2:9][CH:10]1[N:14]([CH2:15][CH2:16][CH:17]([CH:19]2[CH2:20][CH2:21][CH2:22][CH2:23][CH2:24]2)[OH:18])[C:13](=[O:25])[NH:12][C:11]1=[O:26])=[O:3])[CH3:28]. Run in S(O)(O)(=O)=O (sulphuric acid). Reported procedure: A solution of 5-(6-carboxyhexyl)-1-(3-cyclohexyl-3-hydroxypropyl)hydantoin (diastereomer of m.p. 96°-98°) (Example 14c) (4 g) in ethanol (60 ml) and concentrated sulphuric acid (1.6 ml) was allowed to stand at room temperature for 18 hours. The alcohol was evaporated, water was added, and the precipitated oil was extracted with ether. The ether solution was washed with sodium bicarbonate solution and with water, dried (MgSO4) and evaporated to give a single diastereomer of 5-(6-ethoxycarbonylhex... Reaction conditions: time 18 hour. Starting materials: C(=O)(O)CCCCCCC1C(NC(N1CCC(O)C1CCCCC1)=O)=O (5-(6-carboxyhexyl)-1-(3-cyclohexyl-3-hydroxypropyl)hydantoin), C(C)O (ethanol).